Dataset: the Open Reaction Database (ORD), a public repository of structured organic reaction records. Task: describe an organic reaction: reactants, conditions, products, and yield The product is CCOC(=O)CN(Cc1ccc(OC)cc1)S(=O)(=O)c1ccc(OC)cc1. RXN SMILES: [CH3:21][O:22][c:23]1[cH:24][cH:25][c:26]([CH2:27][Cl:28])[cH:29][cH:30]1.[CH3:31][N:32]([CH3:33])[CH:34]=[O:35].[CH3:3][O:4][c:5]1[cH:6][cH:7][c:8]([S:11](=[O:12])(=[O:13])[NH:14][CH2:15][C:16](=[O:17])[O:18][CH2:19][CH3:20])[cH:9][cH:10]1.[H-:1].[Na+:2]>>[CH3:3][O:4][c:5]1[cH:6][cH:7][c:8]([S:11](=[O:12])(=[O:13])[N:14]([CH2:15][C:16](=[O:17])[O:18][CH2:19][CH3:20])[CH2:27][c:26]2[cH:25][cH:24][c:23]([O:22][CH3:21])[cH:30][cH:29]2)[cH:9][cH:10]1. Starting materials: COc1ccc(CCl)cc1, CN(C)C=O, CCOC(=O)CNS(=O)(=O)c1ccc(OC)cc1, [H-], [Na+]. The reactants are C(=C)[Mg]Br (Vinylmagnesium bromide), ClC=1C=C2C(=NC1C1=CC=C(C=C1)C1=CC=CC=C1)N=C(N2)O[C@H]2[C@@H]1[C@H](OC2)C(CO1)=O ((3R,3aR,6aS)-3-[[6-chloro-5-(4-phenylphenyl)-1H-imidazo[4,5-b]pyridin-2-yl]oxy]-2,3,3a,6a-tetrahydrofuro[3,2-b]furan-6-one), C(=O)(O)[O-].[Na+] (NaHCO3). The solvent is C1CCOC1 (THF). Conditions: temperature 0 celsius, time 20 minute. Product: ClC=1C=C2C(=NC1C1=CC=C(C=C1)C1=CC=CC=C1)N=C(N2)O[C@H]2[C@@H]1[C@H](OC2)[C@@](CO1)(O)C=C ((3R,3aR,6R,6aS)-3-[[6-chloro-5-(4-phenylphenyl)-1H-imidazo[4,5-b]pyridin-2-yl]oxy]-6-vinyl-3,3a,5,6a-tetrahydro-2H-furo[3,2-b]furan-6-ol). As a reaction SMILES: [Cl:1][C:2]1[CH:3]=[C:4]2[NH:22][C:21]([O:23][C@@H:24]3[CH2:28][O:27][C@@H:26]4[C:29](=[O:32])[CH2:30][O:31][C@H:25]34)=[N:20][C:5]2=[N:6][C:7]=1[C:8]1[CH:13]=[CH:12][C:11]([C:14]2[CH:19]=[CH:18][CH:17]=[CH:16][CH:15]=2)=[CH:10][CH:9]=1.[CH:33]([Mg]Br)=[CH2:34].C([O-])(O)=O.[Na+]>C1COCC1>[Cl:1][C:2]1[CH:3]=[C:4]2[NH:22][C:21]([O:23][C@@H:24]3[CH2:28][O:27][C@@H:26]4[C@:29]([CH:33]=[CH2:34])([OH:32])[CH2:30][O:31][C@H:25]34)=[N:20][C:5]2=[N:6][C:7]=1[C:8]1[CH:13]=[CH:12][C:11]([C:14]2[CH:15]=[CH:16][CH:17]=[CH:18][CH:19]=2)=[CH:10][CH:9]=1 |f:2.3|. Procedure: A stirred suspension of (3R,3aR,6aS)-3-[[6-chloro-5-(4-phenylphenyl)-1H-imidazo[4,5-b]pyridin-2-yl]oxy]-2,3,3a,6a-tetrahydrofuro[3,2-b]furan-6-one (75.4 mg, 0.168 mmol) in THF (1.6 ml) was degassed (3×) and placed under nitrogen after being cooled to 0° C. in an ice bath. Vinylmagnesium bromide (1.6 ml, 1.600 mmol) was added to the reaction mixture slowly. The reaction mixture was stirred at 0° C. for 20 min, then at room temperature for 1.5 h. The reaction mixture was added via pipette to satur... The reactants are Cl (hydrochloric acid), C(CCC)[Li].CCCCCC (n-butyllithium n-hexane), CN1N=CC=C1 (1-methylpyrazole), CC1=C(OCC2=C(C(=O)Cl)C=CC=C2)C=C(C=C1)C (2-(2,5-dimethylphenoxymethyl)benzoyl chloride). Run in C1CCOC1 (THF), C1CCOC1 (THF). Reaction conditions: temperature -70 celsius, time 1 hour. The product is CN1N=CC=C1C(=O)C1=C(C=CC=C1)COC1=C(C=CC(=C1)C)C (2-(2,5-dimethylphenoxymethyl)phenyl 1-methylpyrazol-5-yl ketone). The yield is 15.6%. RXN SMILES: C([Li])CCC.CCCCCC.[CH3:12][N:13]1[CH:17]=[CH:16][CH:15]=[N:14]1.[CH3:18][C:19]1[CH:35]=[CH:34][C:33]([CH3:36])=[CH:32][C:20]=1[O:21][CH2:22][C:23]1[CH:31]=[CH:30][CH:29]=[CH:28][C:24]=1[C:25](Cl)=[O:26].Cl>C1COCC1>[CH3:12][N:13]1[C:17]([C:25]([C:24]2[CH:28]=[CH:29][CH:30]=[CH:31][C:23]=2[CH2:22][O:21][C:20]2[CH:32]=[C:33]([CH3:36])[CH:34]=[CH:35][C:19]=2[CH3:18])=[O:26])=[CH:16][CH:15]=[N:14]1 |f:0.1|. Procedure: Dichloroethane (20 ml), thionyl chloride (1.31 g, 0.011 mol) and dimethylformamide (0.1 ml) were added to 2-(2,5-dimethylphenoxymethyl)benzoic acid (2.56 g, 0.01 mol), and the mixture was stirred under reflux for 2 hours. After completion of the reaction, the reaction mixture was concentrated under reduced pressure to give crude 2-(2,5-dimethylphenoxymethyl)benzoyl chloride. 1.6M n-butyllithium/n-hexane solution (6.25 ml, 0.01 mol) was added to a mixture of 1-methylpyrazole (0.99 g, 0.012 mol) a... Starting materials: CC1C(NC(S1)C=1C=NC=CC1)=O (5-methyl-2-(3-pyridyl)thiazolidin-4-one), BrCC(=O)OC(C)(C)C (t-butyl bromoacetate), [H-].[Na+] (sodium hydride). Product: C(C)(C)(C)OC(=O)CN1C(SC(C1=O)C)C=1C=NC=CC1 (3-t-butyloxycarbonylmethyl-5-methyl-2-(3-pyridyl)thiazolidin-4-one). RXN SMILES: [CH3:1][CH:2]1[S:6][CH:5]([C:7]2[CH:8]=[N:9][CH:10]=[CH:11][CH:12]=2)[NH:4][C:3]1=[O:13].Br[CH2:15][C:16]([O:18][C:19]([CH3:22])([CH3:21])[CH3:20])=[O:17].[H-].[Na+]>>[C:19]([O:18][C:16]([CH2:15][N:4]1[C:3](=[O:13])[CH:2]([CH3:1])[S:6][CH:5]1[C:7]1[CH:8]=[N:9][CH:10]=[CH:11][CH:12]=1)=[O:17])([CH3:22])([CH3:21])[CH3:20] |f:2.3|. Procedure: According to the procedure of Example 24 the trans-isomer and the cis-isomer of the title compound were prepared by using 5-methyl-2-(3-pyridyl)thiazolidin-4-one, t-butyl bromoacetate, and sodium hydride.